describe an organic reaction: reactants, conditions, products, and yield From a dataset of the Open Reaction Database (ORD), a public repository of structured organic reaction records. The reactants are N1N=NN=C1C=1C=CC2=C(SC3=C(C=C2)C=CC=C3)C1 (3-(5-tetrazolyl)dibenzo[b,f]thiepin), sulfoxide, C(C)(=O)O (acetic acid), OO (hydrogen peroxide). The solvent is O (water). Conditions: temperature 65 celsius. Product: N1N=NN=C1C=1C=CC2=C(S(C3=C(C=C2)C=CC=C3)=O)C1 (3-(5-Tetrazolyl)dibenzo[b,f]thiepin-5-oxide). As a reaction SMILES: [NH:1]1[C:5]([C:6]2[CH:7]=[CH:8][C:9]3[CH:15]=[CH:14][C:13]4[CH:16]=[CH:17][CH:18]=[CH:19][C:12]=4[S:11][C:10]=3[CH:20]=2)=[N:4][N:3]=[N:2]1.C(O)(=[O:23])C.OO>O>[NH:1]1[C:5]([C:6]2[CH:7]=[CH:8][C:9]3[CH:15]=[CH:14][C:13]4[CH:16]=[CH:17][CH:18]=[CH:19][C:12]=4[S:11](=[O:23])[C:10]=3[CH:20]=2)=[N:4][N:3]=[N:2]1. Procedure: To a solution of 2.03 g. (7.3 millimoles) of 3-(5-tetrazolyl)dibenzo[b,f]thiepin in 100 cc. glacial acetic acid is added 15 cc. 30% aqueous hydrogen peroxide. The mixture is heated to 65° C. for 10 minutes; the sulfoxide separates from the hot solution. After cooling and diluting with water, the crystalline product is filtered and washed with water. It is then heated on a steam bath in 25 cc. DMF and filtered hot. The solid is washed with methanol and dried. The yield of sulfoxide is 1.55 g. (72...